This data is from the Open Reaction Database (ORD), a public repository of structured organic reaction records. The task is: describe an organic reaction: reactants, conditions, products, and yield Starting materials: O (water), C(CC)(=O)C=1C=CC2=C(NC(C(O2)C)=O)C1 (6-propionyl-2-methyl-3-oxo-3,4-dihydro-2H-1,4-benzoxazine), Br.C(C)(=O)O (hydrogen bromide acetic acid), Br.[NH+]1=CC=CC=C1 (pyridinium hydrobromide). The solvent is C(C)(=O)O (acetic acid). Conditions: time 2 hour. Product: BrC(C(=O)C=1C=CC2=C(NC(C(O2)C)=O)C1)C (6-(2-bromopropionyl)-2-methyl-3-oxo-3,4-dihydro-2H-1,4-benzoxazine). As a reaction SMILES: [C:1]([C:5]1[CH:6]=[CH:7][C:8]2[O:13][CH:12]([CH3:14])[C:11](=[O:15])[NH:10][C:9]=2[CH:16]=1)(=[O:4])[CH2:2][CH3:3].[BrH:17].C(O)(=O)C.Br.[NH+]1C=CC=CC=1.O>C(O)(=O)C>[Br:17][CH:2]([CH3:3])[C:1]([C:5]1[CH:6]=[CH:7][C:8]2[O:13][CH:12]([CH3:14])[C:11](=[O:15])[NH:10][C:9]=2[CH:16]=1)=[O:4] |f:1.2,3.4|. Procedure details: To a solution of 6-propionyl-2-methyl-3-oxo-3,4-dihydro-2H-1,4-benzoxazine (3.4 g) and 30% hydrogen bromide-acetic acid (10 ml) in acetic acid (50 ml) was added pyridinium hydrobromide perbromide (5.12 g) at ambient temperature and the mixture was stirred for 2 hours at the same temperature. The reaction mixture was poured into water. The resultant precipitate was collected by filtration and dissolved in a mixture of ethyl acetate and tetrahydrofuran. The organic solution was washed with a satur... Reactants: CS(=O)(=O)N1C=C(C=2C1=NC=CC2)CC#N ((1-Methanesulfonyl-1H-pyrrolo[2,3-b]pyridin-3-yl)-acetonitrile), C(CN)N (ethylenediamine). The reagents and catalysts are C(=S)=S (Carbon disulfide). Conditions: temperature 140 celsius. Yields the product [OH-].[NH4+] (ammonium hydroxide), N1C(N=CC1)CC1=CN(C2=NC=CC=C21)S(=O)(=O)C (3-(2,5-Dihydro-1H-imidazol-2-ylmethyl)-1-methanesulfonyl-1H-pyrrolo[2,3-b]pyridine). Isolated yield 53.0%. Reaction SMILES: [CH3:1][S:2]([N:5]1[C:9]2=[N:10][CH:11]=[CH:12][CH:13]=[C:8]2[C:7]([CH2:14][C:15]#[N:16])=[CH:6]1)(=[O:4])=[O:3].[CH2:17](N)[CH2:18][NH2:19]>C(=S)=S>[OH-:3].[NH4+:5].[NH:16]1[CH2:17][CH:18]=[N:19][CH:15]1[CH2:14][C:7]1[C:8]2[C:9](=[N:10][CH:11]=[CH:12][CH:13]=2)[N:5]([S:2]([CH3:1])(=[O:3])=[O:4])[CH:6]=1 |f:3.4|. Procedure: Carbon disulfide (2 drops) and (1-Methanesulfonyl-1H-pyrrolo[2,3-b]pyridin-3-yl)-acetonitrile (4) (81 mg, 0.34 mmol) was added sequentially in this order to ethylenediamine (2 ml). The reaction was heated at 140° C. for 30 minutes and concentrated under reduced pressure. The residue was chromatographed over silica gel eluting with 92:8:1 ethyl acetate:methanol:ammonium hydroxide to obtain 3-(2,5-Dihydro-1H-imidazol-2-ylmethyl)-1-methanesulfonyl-1H-pyrrolo[2,3-b]pyridine (50 mg, 53%). 1H NMR (DMS... Starting materials: O=C(c1ncc[nH]1)c1ncc[nH]1, CN(C)C=O, Nc1nnn[nH]1, O=C(O)c1cnc2cnc3ccccc3n2c1=O, O. Product: O=C(Nc1nnn[nH]1)c1cnc2cnc3ccccc3n2c1=O. As a reaction SMILES: [C:19]([c:20]1[nH:21][cH:22][cH:23][n:24]1)([c:25]1[nH:26][cH:27][cH:28][n:29]1)=[O:30].[CH3:38][N:39]([CH3:40])[CH:41]=[O:42].[NH2:31][c:32]1[n:33][n:34][n:35][nH:36]1.[O:1]=[c:2]1[c:3]([C:16](=[O:17])[OH:18])[cH:4][n:5][c:6]2[n:7]1[c:8]1[cH:9][cH:10][cH:11][cH:12][c:13]1[n:14][cH:15]2.[OH2:37]>>[O:1]=[c:2]1[c:3]([C:16](=[O:18])[NH:31][c:32]2[nH:33][n:34][n:35][n:36]2)[cH:4][n:5][c:6]2[n:7]1[c:8]1[cH:9][cH:10][cH:11][cH:12][c:13]1[n:14][cH:15]2. Reactants: FC(F)(F)C(Cl)Br, CC(C)(C)[O-], CC(C)=CC=O, [Na+], C1CCOC1. Product: CC(C)=CC(O)C(Cl)(Br)C(F)(F)F. As a reaction SMILES: [Br:7][CH:8]([C:9]([F:10])([F:11])[F:12])[Cl:13].[CH3:1][C:2]([CH3:3])([O-:4])[CH3:5].[CH:14]([CH:15]=[C:16]([CH3:17])[CH3:18])=[O:19].[Na+:6].[O:20]1[CH2:21][CH2:22][CH2:23][CH2:24]1>>[Br:7][C:8]([C:9]([F:10])([F:11])[F:12])([Cl:13])[CH:14]([CH:15]=[C:16]([CH3:17])[CH3:18])[OH:19]. Starting materials: COC=1C(=C(C=O)C=CC1)[N+](=O)[O-] (3-methoxy-2-nitrobenzaldehyde), Cl (hydrochloric acid). The reagents and catalysts are [Fe] (iron). Solvent: O (water), C(C)O (ethanol), C(C)(=O)O (acetic acid), O (water). Product: COC=1C(=C(C=O)C=CC1)N (3-methoxy-2-aminobenzaldehyde). Isolated yield 112.6%. RXN SMILES: [CH3:1][O:2][C:3]1[C:4]([N+:11]([O-])=O)=[C:5]([CH:8]=[CH:9][CH:10]=1)[CH:6]=[O:7].Cl>C(O)C.C(O)(=O)C.O.[Fe]>[CH3:1][O:2][C:3]1[C:4]([NH2:11])=[C:5]([CH:8]=[CH:9][CH:10]=1)[CH:6]=[O:7]. Procedure details: 5 g of 3-methoxy-2-nitrobenzaldehyde are dissolved in a solution of 100 ml of ethanol, 100 ml of acetic acid and 50 ml of water. After addition of 11.4 g of iron and of 1.4 ml of concentrated hydrochloric acid, the reaction medium is heated at reflux for 10-15 minutes. After having cooled the reaction medium, 150 ml of water are added and the reaction mixture is extracted with 3×200 ml of dichloromethane. The organic phases are combined, washed with 500 ml of a saturated sodium hydrogencarbonate...